The task is: describe an organic reaction: reactants, conditions, products, and yield. This data is from the Open Reaction Database (ORD), a public repository of structured organic reaction records. Starting materials: C=CC(=O)OC, CC#N, Cl[Cu]Cl, Cl, CC(C)(C)ON=O, Nc1cc(N2C(=O)c3ccccc3C2=O)c(F)cc1Cl. Product: COC(=O)C(Cl)Cc1cc(N2C(=O)c3ccccc3C2=O)c(F)cc1Cl. As a reaction SMILES: [C:1]([CH:2]=[CH2:3])(=[O:4])[O:5][CH3:6].[CH3:35][C:36]#[N:37].[Cl:38][Cu:39][Cl:40].[ClH:34].[N:7]([O:8][C:9]([CH3:10])([CH3:11])[CH3:12])=[O:13].[NH2:14][c:15]1[c:16]([Cl:33])[cH:17][c:18]([F:32])[c:19]([N:21]2[C:22](=[O:31])[c:23]3[c:24]([cH:27][cH:28][cH:29][cH:30]3)[C:25]2=[O:26])[cH:20]1>>[C:1]([CH:2]([CH2:3][c:15]1[c:16]([Cl:33])[cH:17][c:18]([F:32])[c:19]([N:21]2[C:22](=[O:31])[c:23]3[c:24]([cH:27][cH:28][cH:29][cH:30]3)[C:25]2=[O:26])[cH:20]1)[Cl:34])(=[O:4])[O:5][CH3:6]. The reactants are C(=O)(C(F)(F)F)O (TFA), ClC1=NN(C(=C1C)C=1C(=CC(=C(C(=O)[O-])C1)C)C)COCC[Si](C)(C)C (5-(3-chloro-4-methyl-1-((2-(trimethylsilyl)ethoxy)methyl)-1H-pyrazol-5-yl)-2,4-dimethylbenzoate), ClC1=NN(C(=C1C)C=1C(=CC(=C(C(=O)[O-])C1)C)C)COCC[Si](C)(C)C (5-(3-chloro-4-methyl-1-((2-(trimethylsilyl)ethoxy)methyl)-1H-pyrazol-5-yl)-2,4-dimethylbenzoate). Solvent: C(Cl)Cl (CH2Cl2). Reaction conditions: time 2 hour. The product is ClC1=NNC(=C1C)C=1C(=CC(=C(C(=O)OC)C1)C)C (Methyl 5-(3-chloro-4-methyl-1H-pyrazol-5-yl)-2,4-dimethylbenzoate). The yield is 83.0%. RXN SMILES: [C:1](O)(C(F)(F)F)=O.[Cl:8][C:9]1[C:13]([CH3:14])=[C:12]([C:15]2[C:16]([CH3:25])=[CH:17][C:18]([CH3:24])=[C:19]([CH:23]=2)[C:20]([O-:22])=[O:21])[N:11](COCC[Si](C)(C)C)[N:10]=1>C(Cl)Cl>[Cl:8][C:9]1[C:13]([CH3:14])=[C:12]([C:15]2[C:16]([CH3:25])=[CH:17][C:18]([CH3:24])=[C:19]([CH:23]=2)[C:20]([O:22][CH3:1])=[O:21])[NH:11][N:10]=1. Procedure details: TFA (10 mL) was carefully added to a solution of 5-(3-chloro-4-methyl-1-((2-(trimethylsilyl)ethoxy)methyl)-1H-pyrazol-5-yl)-2,4-dimethylbenzoate (compound 250.4, 2.0 g, 4.90 mmol) in CH2Cl2 (10 mL). The mixture was stirred at room temperature for 2 hours, then the solvents were removed under reduced pressure. The residue was dissolved in EtOAc (200 mL) and washed with sat. NaHCO3 (50 mL), brine (50 mL), dried (MgSO4) and concentrated under reduced pressure. The residue was purified by silica gel... Starting materials: Brc1ccc(Br)cc1, N#Cc1ncccc1O, C1CCOC1, I, [Mg], [Na+], [OH-], O=S(=O)(O)O. The product is O=C(c1ccc(Br)cc1)c1ncccc1O. As a reaction SMILES: [Br:1][c:2]1[cH:3][cH:4][c:5]([Br:6])[cH:7][cH:8]1.[C:11](#[N:12])[c:13]1[n:14][cH:15][cH:16][cH:17][c:18]1[OH:19].[CH2:27]1[O:28][CH2:29][CH2:30][CH2:31]1.[I:9].[Mg:10].[Na+:26].[OH-:25].[S:20]([OH:21])(=[O:22])(=[O:23])[OH:24]>>[c:2]1([C:11]([c:13]2[n:14][cH:15][cH:16][cH:17][c:18]2[OH:19])=[O:21])[cH:3][cH:4][c:5]([Br:6])[cH:7][cH:8]1. Reactants: C1CCOC1, C[Si](C)(C)[N-][Si](C)(C)C, Cc1c[nH]nc1C(F)(F)F, COC(=O)C(CC1CCCC1)OS(=O)(=O)C(F)(F)F, [Li+]. Yields the product COC(=O)C(CC1CCCC1)n1cc(C)c(C(F)(F)F)n1. Reaction SMILES: [CH2:40]1[O:41][CH2:42][CH2:43][CH2:44]1.[CH3:11][Si:12]([CH3:13])([CH3:14])[N-:15][Si:16]([CH3:17])([CH3:18])[CH3:19].[CH3:1][c:2]1[c:3]([C:7]([F:8])([F:9])[F:10])[n:4][nH:5][cH:6]1.[CH:21]1([CH2:26][CH:27]([C:28](=[O:29])[O:30][CH3:31])[O:32][S:33]([C:34]([F:35])([F:36])[F:37])(=[O:38])=[O:39])[CH2:22][CH2:23][CH2:24][CH2:25]1.[Li+:20]>>[CH3:1][c:2]1[c:3]([C:7]([F:8])([F:9])[F:10])[n:4][n:5]([CH:27]([CH2:26][CH:21]2[CH2:22][CH2:23][CH2:24][CH2:25]2)[C:28](=[O:29])[O:30][CH3:31])[cH:6]1. Reactants: CO, c1ccc(-c2ccccc2)cc1. The product is Oc1ccccc1-c1ccccc1. RXN SMILES: [CH3:13][OH:14].[cH:1]1[cH:2][cH:3][c:4](-[c:7]2[cH:8][cH:9][cH:10][cH:11][cH:12]2)[cH:5][cH:6]1>>[cH:1]1[cH:2][cH:3][c:4](-[c:7]2[c:8]([OH:14])[cH:9][cH:10][cH:11][cH:12]2)[cH:5][cH:6]1.